From a dataset of the Open Reaction Database (ORD), a public repository of structured organic reaction records. describe an organic reaction: reactants, conditions, products, and yield Starting materials: C(C)(C)(C)OC(NCCC[C@@H](C(=O)NC[C@H](CCCNC(=O)OC(C)(C)C)NC(=O)OC(C)(C)C)NC(=O)[C@@H]1CC2=C(C=CC(C=3C=CC(=C(C[C@@H](C(N[C@H](C(N1)=O)CCCNC(=O)OC(C)(C)C)=O)NC(=O)OC(C)(C)C)C3)O)=C2)O)=O (tert-Butyl[(4S)-5-({(2S)-2,5-bis[(tert-butoxycarbonyl)amino]pentyl}amino)-4-({[(8S,11S,14S)-14-[(tert-butoxycarbonyl)amino]-11-{3-[(tert-butoxycarbonyl)amino]propyl}-5,17-dihydroxy-10,13-dioxo-9,12-diazatricyclo[14.3.1.12,6]henicosa-1(20),2(21),3,5,16,18-hexaen-8-yl]carbonyl}amino)-5-oxopentyl]carbamate), Cl (hydrogen chloride). Run in O1CCOCC1 (dioxane), O1CCOCC1 (dioxane). Reaction conditions: time 2 hour. The product is Cl.Cl.Cl.Cl.N[C@@H]1C(N[C@H](C(N[C@@H](CC2=C(C=CC(C=3C=CC(=C(C1)C3)O)=C2)O)C(=O)N[C@@H](CCCN)C(=O)NC[C@H](CCCN)N)=O)CCCN)=O ((8S,11S,14S)-14-Amino-N-[(1S)-4-amino-1-({[(2S)-2,5-diaminopentyl]amino}carbonyl)butyl]-11-(3-aminopropyl)-5,17-dihydroxy-10,13-dioxo-9,12-diazatricyclo[14.3.1.12,6]henicosa-1(20),2(21),3,5,16,18-hexaene-8-carboxamide tetrahydrochloride). Reaction SMILES: C(OC(=O)[NH:7][CH2:8][CH2:9][CH2:10][C@H:11]([NH:36][C:37]([C@H:39]1[NH:57][C:56](=[O:58])[C@H:55]([CH2:59][CH2:60][CH2:61][NH:62]C(OC(C)(C)C)=O)[NH:54][C:53](=[O:70])[C@@H:52]([NH:71]C(OC(C)(C)C)=O)[CH2:51][C:50]2[CH:79]=[C:46]([CH:47]=[CH:48][C:49]=2[OH:80])[C:45]2=[CH:81][C:41](=[C:42]([OH:82])[CH:43]=[CH:44]2)[CH2:40]1)=[O:38])[C:12]([NH:14][CH2:15][C@@H:16]([NH:28]C(OC(C)(C)C)=O)[CH2:17][CH2:18][CH2:19][NH:20]C(OC(C)(C)C)=O)=[O:13])(C)(C)C.[ClH:84]>O1CCOCC1>[ClH:84].[ClH:84].[ClH:84].[ClH:84].[NH2:71][C@H:52]1[CH2:51][C:50]2[CH:79]=[C:46]([CH:47]=[CH:48][C:49]=2[OH:80])[C:45]2=[CH:81][C:41](=[C:42]([OH:82])[CH:43]=[CH:44]2)[CH2:40][C@@H:39]([C:37]([NH:36][C@H:11]([C:12]([NH:14][CH2:15][C@@H:16]([NH2:28])[CH2:17][CH2:18][CH2:19][NH2:20])=[O:13])[CH2:10][CH2:9][CH2:8][NH2:7])=[O:38])[NH:57][C:56](=[O:58])[C@H:55]([CH2:59][CH2:60][CH2:61][NH2:62])[NH:54][C:53]1=[O:70] |f:3.4.5.6.7|. Procedure: 40 mg (0.034 mmol) of the compound from Example 177A are dissolved at 0° C. in 1 ml of dioxane. Then 0.5 ml of a 4N hydrogen chloride solution in dioxane are added and the mixture is stirred at RT for 2 h. The mixture is evaporated to dryness in vacuo and the residue is dried to constant weight under high vacuum. Reactants: O (water), C(=O)C=1C=CC(=C(C(=O)O)C1)O (5-Formyl-2-hydroxy-benzoic acid), C(C)OCC (Diethyl ether), S(O)(O)(=O)=O (sulfuric acid). The solvent is CO (methanol). Conditions: time 15 minute. Product: COC(C1=C(C=CC(=C1)C=O)O)=O (5-Formyl-2-hydroxy-benzoic acid methyl ester). Reaction SMILES: [CH:1]([C:3]1[CH:4]=[CH:5][C:6]([OH:12])=[C:7]([CH:11]=1)[C:8]([OH:10])=[O:9])=[O:2].S(=O)(=O)(O)O.[CH2:18](OCC)C.O>CO>[CH3:18][O:9][C:8](=[O:10])[C:7]1[CH:11]=[C:3]([CH:1]=[O:2])[CH:4]=[CH:5][C:6]=1[OH:12]. Reported procedure: 5-Formyl-2-hydroxy-benzoic acid (11.3 g) was dissolved in methanol (35 ml) and conc. sulfuric acid (3 ml). The mixture was heated at reflux for 40 h. Diethyl ether was added, and the mixture was poured into water. The organic layer was dried (MgSO4), filtered and concentrated in vacuo. The residue was dissolved in a mixture of dioxane (80 ml) and water (50 ml) and treated with 6N hydrochloric acid (2.5 ml). After 15 min., dioxane was removed in vacuo. The mixture was extracted with ethyl acetate... Starting materials: ClC=1C=C(C=C(C1F)Cl)C(CC(=O)C=1C=C2COC3(C2=CC1)CN(C3)C(=O)OC(C)(C)C)(C(F)(F)F)C[N+](=O)[O-] (tert-butyl 5′-(3-(3,5-dichloro-4-fluorophenyl)-4,4,4-trifluoro-3-(nitromethyl)butanoyl)-3′H-spiro[azetidine-3,1′-isobenzofuran]-1-carboxylate). Solvent: C(C)O (ethanol). Product: ClC=1C=C(C=C(C1F)Cl)C1(CN=C(C1)C=1C=C2COC3(C2=CC1)CN(C3)C(=O)OC(C)(C)C)C(F)(F)F (tert-butyl 5′-(3-(3,5-dichloro-4-fluorophenyl)-3-(trifluoromethyl)-3,4-di hydro-2H-pyrrol-5-yl)-3′H-spiro[azetidine-3,1′-isobenzofuran]-1-carboxylate). Isolated yield 40.7%. Reaction SMILES: [Cl:1][C:2]1[CH:3]=[C:4]([C:10]([CH2:37][N+:38]([O-])=O)([C:33]([F:36])([F:35])[F:34])[CH2:11][C:12]([C:14]2[CH:15]=[C:16]3[C:20](=[CH:21][CH:22]=2)[C:19]2([CH2:25][N:24]([C:26]([O:28][C:29]([CH3:32])([CH3:31])[CH3:30])=[O:27])[CH2:23]2)[O:18][CH2:17]3)=O)[CH:5]=[C:6]([Cl:9])[C:7]=1[F:8]>C(O)C>[Cl:9][C:6]1[CH:5]=[C:4]([C:10]2([C:33]([F:34])([F:36])[F:35])[CH2:11][C:12]([C:14]3[CH:15]=[C:16]4[C:20](=[CH:21][CH:22]=3)[C:19]3([CH2:23][N:24]([C:26]([O:28][C:29]([CH3:31])([CH3:30])[CH3:32])=[O:27])[CH2:25]3)[O:18][CH2:17]4)=[N:38][CH2:37]2)[CH:3]=[C:2]([Cl:1])[C:7]=1[F:8]. Procedure: To the solution of tert-butyl 5′-(3-(3,5-dichloro-4-fluorophenyl)-4,4,4-trifluoro-3-(nitromethyl)butanoyl)-3′H-spiro[azetidine-3,1′-isobenzofuran]-1-carboxylate (Preparation 7, 1.2 g, 1.98mmol) in ethanol (10 mL) nitrogen was purged for 30 minutes and was added pre-washed Raney-Nickel (0.24 g, 50% suspension in water). Resulting reaction mixture was stirred under hydrogen atmosphere using balloon for 16 hours at room temperature. After complete conversion of starting material, the reaction mixtu... The reactants are OC=1C=CC=2C=3C(C4=C(OC3OC2C1)C=C(C=C4O)OC)=O (2.6-Dihvdroxy-8-methoxy-10,11-dioxa-benzo[b]fluoren-5-one), 7g, N1[C@@H](CCC1=O)C(=O)O.Cl (Pyr-HCl). Conditions: temperature 190 celsius. The product is OC=1C=CC=2C=3C(C4=C(OC3OC2C1)C=C(C=C4O)O)=O (2,6,8-Trihydroxy-10,11-dioxa-benzo[b]fluoren-5-one). Yield: 43.2%. Reaction SMILES: [OH:1][C:2]1[CH:3]=[CH:4][C:5]2[C:6]3[C:7](=[O:22])[C:8]4[C:18]([OH:19])=[CH:17][C:16]([O:20]C)=[CH:15][C:9]=4[O:10][C:11]=3[O:12][C:13]=2[CH:14]=1.N1C(=O)CC[C@H]1C(O)=O.Cl>>[OH:1][C:2]1[CH:3]=[CH:4][C:5]2[C:6]3[C:7](=[O:22])[C:8]4[C:18]([OH:19])=[CH:17][C:16]([OH:20])=[CH:15][C:9]=4[O:10][C:11]=3[O:12][C:13]=2[CH:14]=1 |f:1.2|. Procedure: A mixture consisting of 10 (0.17 g) and 7g Pyr-HCl was heated to 190° C. for 45 min. The reaction was allowed to cool and then partitioned between water and EtOAc. The EtOAc was dried over MgSO4, filtered, concentrated and chromatographed on silica gel (EtOAc/hexanes; 3:7) to give the product as a white solid (0.07 g): Mp 318-322 (dec); 1H NMR (DMSO-d6) δ 12.90 (s, 1H), 10.97 (br s, 1H), 9.99 (br s, 1H), 7.72 (d, 1H, J=8.4 Hz), 7.11 (d, 1H, J=2.1 Hz), 6.93 (dd, 1H, J=8.4 Hz, 2.1 Hz), 6.56 (d, 1H... Reactants: CC(=O)[O-].[Na+] (NaOAc), Cl.COC1=CC=C(C=C1)N(N)CC1=CC=C(C=C1)Cl (1-(4-methoxyphenyl)-1-(4-chlorobenzyl)-hydrazine hydrochloride), C(C)(C)(C)SCC(CC(C(=O)OC)(C)C)=O (methyl 5-t-butylthio-2,2-dimethyl-4-oxopentanoate). Solvent: C1(=CC=CC=C1)C (toluene), CC(=O)O (HOAc). Reaction conditions: time 3 day. Product: ClC1=CC=C(CN2C(=C(C3=CC(=CC=C23)OC)SC(C)(C)C)CC(C(=O)OC)(C)C)C=C1 (Methyl 3-[1-(4-chlorobenzyl)-3-t-butylthio-5-methoxyindol-2-yl]-2,2-dimethylpropanoate). RXN SMILES: [C:1]([S:5][CH2:6][C:7](=O)[CH2:8][C:9]([CH3:15])([CH3:14])[C:10]([O:12][CH3:13])=[O:11])([CH3:4])([CH3:3])[CH3:2].CC([O-])=O.[Na+].Cl.[CH3:23][O:24][C:25]1[CH:30]=[CH:29][C:28]([N:31]([CH2:33][C:34]2[CH:39]=[CH:38][C:37]([Cl:40])=[CH:36][CH:35]=2)N)=[CH:27][CH:26]=1>C1(C)C=CC=CC=1.CC(O)=O>[Cl:40][C:37]1[CH:38]=[CH:39][C:34]([CH2:33][N:31]2[C:28]3[C:27](=[CH:26][C:25]([O:24][CH3:23])=[CH:30][CH:29]=3)[C:6]([S:5][C:1]([CH3:4])([CH3:3])[CH3:2])=[C:7]2[CH2:8][C:9]([CH3:15])([CH3:14])[C:10]([O:12][CH3:13])=[O:11])=[CH:35][CH:36]=1 |f:1.2,3.4|. Procedure details: To a solution of 39 g methyl 5-t-butylthio-2,2-dimethyl-4-oxopentanoate (Ketone 2) in a mixture of toluene (300 mL) and HOAc (150 mL) was added NaOAc (15 g) and 1-(4-methoxyphenyl)-1-(4-chlorobenzyl)-hydrazine hydrochloride (50 g). The reaction was stirred at r.t. for 3 days under argon in the dark. The mixture was poured onto H2O (1 L) and extracted with 3× EtOAc (500 mL). The EtOAc was washed with 3× H2O (500 mL) then once with NaHCO3 solution. The organic phase was dried (MgSO4), evaporated t... Reactants: [BH4-], CC(C=O)C1CCC2C(O[Si](C)(C)C(C)(C)C)CCCC12C, C1CN=C2CCCN2C1, CCOC(C)=O, C1CCOC1, CCCCCC, CC(C)O, [Na+], O=C(O)CC(O)(CC(=O)O)C(=O)O. The product is CC(CO)C1CCC2C(O[Si](C)(C)C(C)(C)C)CCCC12C. Reaction SMILES: [BH4-:32].[C:1]([CH3:2])([CH3:3])([CH3:4])[Si:5]([O:6][CH:7]1[CH:8]2[CH2:9][CH2:10][CH:11]([CH:17]([CH:18]=[O:19])[CH3:20])[C:12]2([CH3:16])[CH2:13][CH2:14][CH2:15]1)([CH3:21])[CH3:22].[CH2:23]1[CH2:24][N:25]2[C:26](=[N:30][CH2:31]1)[CH2:27][CH2:28][CH2:29]2.[CH2:34]([O:35][C:36](=[O:37])[CH3:38])[CH3:39].[CH2:46]1[O:47][CH2:48][CH2:49][CH2:50]1.[CH3:40][CH2:41][CH2:42][CH2:43][CH2:44][CH3:45].[CH:64]([OH:65])([CH3:66])[CH3:67].[Na+:33].[OH:51][C:52]([CH2:53][C:54]([C:55](=[O:56])[OH:57])([CH2:58][C:59](=[O:60])[OH:61])[OH:62])=[O:63]>>[C:1]([CH3:2])([CH3:3])([CH3:4])[Si:5]([O:6][CH:7]1[CH:8]2[CH2:9][CH2:10][CH:11]([CH:17]([CH2:18][OH:19])[CH3:20])[C:12]2([CH3:16])[CH2:13][CH2:14][CH2:15]1)([CH3:21])[CH3:22]. Conditions: temperature 0 celsius, time 4.25 hour. The solvent is C1=CC=CC=C1 (benzene). Yields the product C(C)OC(COCCCCN1[C@H](CCCC1=O)C=O)=O ([4-((R)-2-Formyl-6-oxo-piperidin-1-yl)-butoxy]-acetic Acid Ethyl Ester). Reported procedure: 1-(3-(Dimethylaminopropyl)-3-ethylcarbodiimide hydrochloride (EDCI, 505 mg, 2.63 mmol) and DMSO (0.25 mL, 3.52 mmol) were added sequentially to a solution of [4-((R)-2-hydroxymethyl-6-oxo-piperidin-1-yl)-butoxy]-acetic acid ethyl ester (252 mg, 0.88 mmol) in benzene (5 mL). The mixture was cooled to 0° C. and pyridinium trifluoroacetate (187 mg, 0.97 mmol) was added. The reaction was allowed to warm to rt and then was stirred at rt for 4.25 h. The solution was decanted from the oily residue and ... Reaction SMILES: CS(C)=O.[CH2:5]([O:7][C:8](=[O:24])[CH2:9][O:10][CH2:11][CH2:12][CH2:13][CH2:14][N:15]1[C:20](=[O:21])[CH2:19][CH2:18][CH2:17][C@@H:16]1[CH2:22][OH:23])[CH3:6].FC(F)(F)C([O-])=O.[NH+]1C=CC=CC=1>C1C=CC=CC=1>[CH2:5]([O:7][C:8](=[O:24])[CH2:9][O:10][CH2:11][CH2:12][CH2:13][CH2:14][N:15]1[C:20](=[O:21])[CH2:19][CH2:18][CH2:17][C@@H:16]1[CH:22]=[O:23])[CH3:6] |f:2.3|. Starting materials: FC(C(=O)[O-])(F)F.[NH+]1=CC=CC=C1 (pyridinium trifluoroacetate), 3-(Dimethylaminopropyl)-3-ethylcarbodiimide hydrochloride, CS(=O)C (DMSO), C(C)OC(COCCCCN1[C@H](CCCC1=O)CO)=O ([4-((R)-2-hydroxymethyl-6-oxo-piperidin-1-yl)-butoxy]-acetic acid ethyl ester). The reactants are C(C)(C)(C)OC(N(C)C)N(C)C (t-butoxy-bis(dimethylamino)methane), ClC1=C(C=C(C(=C1)C)Cl)[N+](=O)[O-] (2,5-Dichloro-4-methyl-nitrobenzene). Solvent: O1CCCC1 (tetrahydrofuran), hexanes. The product is ClC1=C(C=C(C(=C1)C=CN(C)C)Cl)[N+](=O)[O-] (2,5-Dichloro-4-(2-dimethylaminoethenyl)-nitrobenzene). Yield: 58.0%. RXN SMILES: [Cl:1][C:2]1[CH:7]=[C:6]([CH3:8])[C:5]([Cl:9])=[CH:4][C:3]=1[N+:10]([O-:12])=[O:11].C(O[CH:18](N(C)C)[N:19]([CH3:21])[CH3:20])(C)(C)C>O1CCCC1>[Cl:1][C:2]1[CH:7]=[C:6]([CH:8]=[CH:18][N:19]([CH3:21])[CH3:20])[C:5]([Cl:9])=[CH:4][C:3]=1[N+:10]([O-:12])=[O:11]. Procedure: 2,5-Dichloro-4-methyl-nitrobenzene (50 g, 0.24 mol) was heated at reflux, in tetrahydrofuran (200 ml), with t-butoxy-bis(dimethylamino)methane (63.3 g, 0.364 mol) for 8 hours. The reaction mixture was cooled to room temperature and slowly poured into hexanes (3L) with stirring. The desired product was collected by filtration as a dark red solid, 36.9 g, 58% yield. mp 173°-5° C. NMR (CDCl3) δ 8.01 (s, 1), 7.32 (s, 1), 7.08 (d, 1), 5.27 (d, 1), 3.00 (s, 6). Analysis Calculated for C10H10N2O2Cl2 : ...